From a dataset of the Open Reaction Database (ORD), a public repository of structured organic reaction records. describe an organic reaction: reactants, conditions, products, and yield Starting materials: C[Al](C)C, COC(=O)c1ccc(C2OCC(SC(C)C(O)(Cn3cncn3)c3ccc(F)cc3F)CO2)cc1, N#Cc1ccc(N)cc1C#N. Product: CC(SC1COC(c2ccc(C(=O)Nc3ccc(C#N)c(C#N)c3)cc2)OC1)C(O)(Cn1cncn1)c1ccc(F)cc1F. Reaction SMILES: [CH3:12][Al:13]([CH3:14])[CH3:15].[F:16][c:17]1[c:18]([C:24]([CH:25]([CH3:26])[S:27][CH:28]2[CH2:29][O:30][CH:31]([c:34]3[cH:35][cH:36][c:37]([C:38](=[O:39])[O:40][CH3:41])[cH:42][cH:43]3)[O:32][CH2:33]2)([CH2:44][n:45]2[n:46][cH:47][n:48][cH:49]2)[OH:50])[cH:19][cH:20][c:21]([F:23])[cH:22]1.[NH2:1][c:2]1[cH:3][c:4]([C:10]#[N:11])[c:5]([C:6]#[N:7])[cH:8][cH:9]1>>[NH:1]([c:2]1[cH:3][c:4]([C:10]#[N:11])[c:5]([C:6]#[N:7])[cH:8][cH:9]1)[C:38]([c:37]1[cH:36][cH:35][c:34]([CH:31]2[O:30][CH2:29][CH:28]([S:27][CH:25]([C:24]([c:18]3[c:17]([F:16])[cH:22][c:21]([F:23])[cH:20][cH:19]3)([CH2:44][n:45]3[n:46][cH:47][n:48][cH:49]3)[OH:50])[CH3:26])[CH2:33][O:32]2)[cH:43][cH:42]1)=[O:39].